describe an organic reaction: reactants, conditions, products, and yield From a dataset of the Open Reaction Database (ORD), a public repository of structured organic reaction records. Starting materials: CCO, Cl, COCOc1ccc(F)c2c(=O)c(-c3ccc(OC)cc3)c[nH]c12, [Na], O. The product is COc1ccc(-c2c[nH]c3c(O)ccc(F)c3c2=O)cc1. RXN SMILES: [CH3:28][CH2:29][OH:30].[ClH:1].[F:2][c:3]1[c:4]2[c:5](=[O:25])[c:6](-[c:17]3[cH:18][cH:19][c:20]([O:23][CH3:24])[cH:21][cH:22]3)[cH:7][nH:8][c:9]2[c:10]([O:13][CH2:14][O:15][CH3:16])[cH:11][cH:12]1.[Na:27].[OH2:26]>>[F:2][c:3]1[c:4]2[c:5](=[O:25])[c:6](-[c:17]3[cH:18][cH:19][c:20]([O:23][CH3:24])[cH:21][cH:22]3)[cH:7][nH:8][c:9]2[c:10]([OH:13])[cH:11][cH:12]1. The reactants are CNC(=S)NCCCSCC1=C(N=CN1)C (N-methyl-N'-[3-((4-methyl-5-imidazolyl)methylthio)propyl]thiourea), N#CN.[Pb] (lead cyanamide). Procedure: The reaction of N-methyl-N'-[3-((4-methyl-5-imidazolyl)methylthio)propyl]thiourea (5.9 g.) with lead cyanamide (17.5 g.) by a procedure similar to that described in Example 3(b) afforded N-cyano-N'-methyl-N"-[ 3-((4-methyl-5-imidazolyl)methylthio)propyl]guanidine (0.91 g.), m.p. 156°-158°, following chromatography on silica gel with successive elution by chloroform-ethyl acetate (1:1), ethyl acetate and ethyl acetate isopropyl alcohol (5:1) and final recrystallisation from isopropyl alcohol-ethe... The product is C(#N)NC(=NCCCSCC1=C(N=CN1)C)NC (N-cyano-N'-methyl-N"-[ 3-((4-methyl-5-imidazolyl)methylthio)propyl]guanidine). Yield: 15.0%. RXN SMILES: [CH3:1][NH:2][C:3]([NH:5][CH2:6][CH2:7][CH2:8][S:9][CH2:10][C:11]1[NH:15][CH:14]=[N:13][C:12]=1[CH3:16])=S.[N:17]#[C:18][NH2:19].[Pb]>>[C:18]([NH:19][C:3]([NH:2][CH3:1])=[N:5][CH2:6][CH2:7][CH2:8][S:9][CH2:10][C:11]1[NH:15][CH:14]=[N:13][C:12]=1[CH3:16])#[N:17] |f:1.2,^3:19|.